From a dataset of the Open Reaction Database (ORD), a public repository of structured organic reaction records. describe an organic reaction: reactants, conditions, products, and yield Starting materials: C(C)(=O)N1CC2=C(C=C(C(=C2CC1)NC(C)=O)[N+](=O)[O-])Br (N-(2-Acetyl-8-bromo-6-nitro-1,2,3,4-tetrahydro-5-isoquinolinyl)acetamide), Cl (HCl). Yields the product Cl.BrC1=CC(=C(C=2CCNCC12)N)[N+](=O)[O-] (8-Bromo-6-nitro-1,2,3,4-tetrahydro-5-isoquinolinamine hydrochloride). As a reaction SMILES: C([N:4]1[CH2:13][CH2:12][C:11]2[C:6](=[C:7]([Br:21])[CH:8]=[C:9]([N+:18]([O-:20])=[O:19])[C:10]=2[NH:14]C(=O)C)[CH2:5]1)(=O)C.[ClH:22]>>[ClH:22].[Br:21][C:7]1[C:6]2[CH2:5][NH:4][CH2:13][CH2:12][C:11]=2[C:10]([NH2:14])=[C:9]([N+:18]([O-:20])=[O:19])[CH:8]=1 |f:2.3|. Procedure: A mixture of the product from Example 22 (8.8 g, 24.7 mmol) in 100 mL 6 N HCl was heated at reflux for 2.5 h. After cooling in an ice bath, the yellow precipitate was collected by filtration, washed with diethyl ether and air dried to give 7.08 g of a yellow solid. The filtrate was concentrated to give a red orange solid (2.1 g). Starting materials: NC1=C(O)C=CC(=C1)O (2-aminohydroquinone), N(CCO)CCO (diethanolamine), ClCC(=O)Cl (α-chloroacetylchloride), Cl (hydrochloride). The solvent is CC(=O)C (acetone), O (water). Yields the product ClCC(=O)NC1=C(O)C=CC(=C1)O (2-(α-chloroacetamido)-hydroquinone). As a reaction SMILES: [Cl:1][CH2:2][C:3](Cl)=[O:4].[NH2:6][C:7]1[CH:13]=[C:12]([OH:14])[CH:11]=[CH:10][C:8]=1[OH:9].N(CCO)CCO.Cl>CC(C)=O.O>[Cl:1][CH2:2][C:3]([NH:6][C:7]1[CH:13]=[C:12]([OH:14])[CH:11]=[CH:10][C:8]=1[OH:9])=[O:4]. Procedure: α-chloroacetylchloride (10.1 g, 0.128 mole) was added dropwise under stirring at room temperature to the 2-aminohydroquinone (4.16 g, 0.128 mole) in dry acetone (400 ml) and diethanolamine (2.04 ml, 0.128 mole). The reaction mixture was poured into water and hydrochloride acid (2,000 ml, pH 1), then extracted with ethylacetate (500 ml). The solvent was evaporated to dryness and the solid residue (4.20 g, 80%) was used without any further purification. The structure of the 2-(α-chloroacetamido)-h... Reactants: ClC1=CC=C(C=N1)C=1C(N(NC1)C1=NC=CC=C1)=O (4-(6-Chloropyridin-3-yl)-2-pyridin-2-yl-1,2-dihydro-3H-pyrazol-3-one), C(C)(=O)[O-].[NH4+] (ammonium acetate), C1(=CC=CC=C1)C (toluene). The solvent is C(C)(=O)O (acetic acid). The product is OC1=CC=C(C=N1)C=1C(N(NC1)C1=NC=CC=C1)=O (4-(6-Hydroxypyridin-3-yl)-2-pyridin-2-yl-1,2-dihydro-3H-pyrazol-3-one). As a reaction SMILES: Cl[C:2]1[N:7]=[CH:6][C:5]([C:8]2[C:9](=[O:19])[N:10]([C:13]3[CH:18]=[CH:17][CH:16]=[CH:15][N:14]=3)[NH:11][CH:12]=2)=[CH:4][CH:3]=1.C([O-])(=[O:22])C.[NH4+].C1(C)C=CC=CC=1>C(O)(=O)C>[OH:22][C:2]1[N:7]=[CH:6][C:5]([C:8]2[C:9](=[O:19])[N:10]([C:13]3[CH:18]=[CH:17][CH:16]=[CH:15][N:14]=3)[NH:11][CH:12]=2)=[CH:4][CH:3]=1 |f:1.2|. Procedure: 50.0 mg (0.18 mmol) of the compound from Example 7 and 600 mg (7.74 mmol) ammonium acetate are heated at 180° C. as a suspension in 3 ml glacial acetic acid in a single mode microwave (Explorer from CEM) for 2 h. After a complete conversion is detected by analytical HPLC, toluene is added and the volatile components are distilled off azeotropically. The residue is taken up in water and the solid which remains is filtered off. The slightly brownish powder is subsequently washed with water and the... Starting materials: [N+](=O)([O-])C1=CN=C(N1C)C1=NN=C2N1N=C(C=C2)N (3-(5-nitro-1-methyl-2-imidazolyl)-6-amino-s-triazolo[4,3-b]pyridazine), C(OCC)([O-])[O-] (ethyl orthoformate). Yields the product [N+](=O)([O-])C1=CN=C(N1C)C1=NN=C2N1N=C(C=C2)N=COCC (3-(5-nitro-1-methyl-2-imidazolyl)-6-ethoxymethyleneamino-s-triazolo[4,3-b]pyridazine). As a reaction SMILES: [N+:1]([C:4]1[N:8]([CH3:9])[C:7]([C:10]2[N:14]3[N:15]=[C:16]([NH2:19])[CH:17]=[CH:18][C:13]3=[N:12][N:11]=2)=[N:6][CH:5]=1)([O-:3])=[O:2].[CH:20]([O-])([O-])[O:21][CH2:22][CH3:23]>>[N+:1]([C:4]1[N:8]([CH3:9])[C:7]([C:10]2[N:14]3[N:15]=[C:16]([N:19]=[CH:20][O:21][CH2:22][CH3:23])[CH:17]=[CH:18][C:13]3=[N:12][N:11]=2)=[N:6][CH:5]=1)([O-:3])=[O:2]. Procedure details: 1.15 g. 3-(5-nitro-1-methyl-2-imidazolyl)-6-amino-s-triazolo[4,3-b]pyridazine was stirred with 15 ml. ethyl orthoformate and 7.5 m. acetic anhydride at a bath temperature of 130° C., then evaporated in a vacuum at 70° C. to give a residue of crude 3-(5-nitro-1-methyl-2-imidazolyl)-6-ethoxymethyleneamino-s-triazolo[4,3-b]pyridazine. A sample thereof, triturated with ethanol, melted at 134° - 135° C. The residue thus obtained was dissolved in 20 ml. of a mixture of isopropanol and dioxan (7:3) and... Starting materials: Cc1ccccc1, CC(C)N1CCC(Cl)C1, [NH2-], [Na], N#CC(c1ccccc1)c1ccccc1. The product is CC(C)N1CCC(C(C#N)(c2ccccc2)c2ccccc2)C1. RXN SMILES: [CH3:27][c:28]1[cH:29][cH:30][cH:31][cH:32][cH:33]1.[CH:18]([CH3:19])([CH3:20])[N:21]1[CH2:22][CH:23]([Cl:26])[CH2:24][CH2:25]1.[NH2-:2].[Na:1].[c:3]1([CH:9]([C:10]#[N:11])[c:12]2[cH:13][cH:14][cH:15][cH:16][cH:17]2)[cH:4][cH:5][cH:6][cH:7][cH:8]1>>[c:3]1([C:9]([C:10]#[N:11])([c:12]2[cH:13][cH:14][cH:15][cH:16][cH:17]2)[CH:23]2[CH2:22][N:21]([CH:18]([CH3:19])[CH3:20])[CH2:25][CH2:24]2)[cH:4][cH:5][cH:6][cH:7][cH:8]1.